From a dataset of the Open Reaction Database (ORD), a public repository of structured organic reaction records. describe an organic reaction: reactants, conditions, products, and yield Reactants: ClC(C#N)=C (2-chloroacrylonitrile), C([O-])([O-])=O.[K+].[K+] (potassium carbonate), C=1(O)C(O)=CC=CC1 (catechol). The solvent is CC(=O)C (acetone). Yields the product O1C(COC2=C1C=CC=C2)C#N (2,3-Dihydro-1,4-benzodioxin-2-carbonitrile). RXN SMILES: Cl[C:2](=[CH2:5])[C:3]#[N:4].C(=O)([O-])[O-].[K+].[K+].[C:12]1([C:14](=[CH:16][CH:17]=[CH:18][CH:19]=1)[OH:15])[OH:13]>CC(C)=O>[O:13]1[C:12]2[CH:19]=[CH:18][CH:17]=[CH:16][C:14]=2[O:15][CH2:5][CH:2]1[C:3]#[N:4] |f:1.2.3|. Procedure: 1.45 g (15.5 mmol) of 2-chloroacrylonitrile and 6 g (43.5 mmol) of dry potassium carbonate are added in succession to 6.6 g (60 mmol) of catechol dissolved in 80 ml of anhydrous acetone. The operation is repeated 4 times within one hour; the mixture is then heated to boiling. After 18 hours at reflux under argon, the reaction mixture is cooled and then filtered over Celite. After evaporation of the solvent, the residue is taken up in a water/ethyl acetate mixture (50:50) and then the aqueous pha... Starting materials: CC(C)C[Al+]CC(C)C, C[Si](C)(C)Br, Cc1ccccc1, ClCCl, [H-], OC1OC(COCc2ccccc2)C(COCc2ccccc2)C1O. The product is OC1COC(COCc2ccccc2)C1COCc1ccccc1. RXN SMILES: [CH2:39]([Al+:40][CH2:41][CH:42]([CH3:43])[CH3:44])[CH:45]([CH3:46])[CH3:47].[CH3:26][Si:27]([Br:28])([CH3:29])[CH3:30].[CH3:31][c:32]1[cH:33][cH:34][cH:35][cH:36][cH:37]1.[Cl:48][CH2:49][Cl:50].[H-:38].[c:1]1([CH2:7][O:8][CH2:9][CH:10]2[CH:11]([OH:25])[CH:12]([OH:13])[O:14][CH:15]2[CH2:16][O:17][CH2:18][c:19]2[cH:20][cH:21][cH:22][cH:23][cH:24]2)[cH:2][cH:3][cH:4][cH:5][cH:6]1>>[c:1]1([CH2:7][O:8][CH2:9][CH:10]2[CH:11]([OH:25])[CH2:12][O:14][CH:15]2[CH2:16][O:17][CH2:18][c:19]2[cH:20][cH:21][cH:22][cH:23][cH:24]2)[cH:2][cH:3][cH:4][cH:5][cH:6]1. Starting materials: B(Br)(Br)Br (BBr3), ClC=1C=C(CC2C(CCC3=CC=C(C=C23)OC)N2CCCC2)C=CC1Cl (1-(1-(3,4-Dichlorobenzyl)-7-methoxy-1,2,3,4-tetrahydronaphthalen-2-yl)pyrrolidine), Ice water. The solvent is C(C)(=O)OCC (ethyl acetate), C(Cl)Cl (CH2Cl2). Run at time 2 hour. Product: ClC=1C=C(CC2C(CCC=3C=CC(=CC23)O)N2CCCC2)C=CC1Cl (8-(3,4-Dichlorobenzyl)-7-(pyrrolidin-1-yl)-5,6,7,8-tetrahydronaphthalen-2-ol). Yield: 77.8%. RXN SMILES: [Cl:1][C:2]1[CH:3]=[C:4]([CH:23]=[CH:24][C:25]=1[Cl:26])[CH2:5][CH:6]1[C:15]2[C:10](=[CH:11][CH:12]=[C:13]([O:16]C)[CH:14]=2)[CH2:9][CH2:8][CH:7]1[N:18]1[CH2:22][CH2:21][CH2:20][CH2:19]1.B(Br)(Br)Br>C(Cl)Cl.C(OCC)(=O)C>[Cl:1][C:2]1[CH:3]=[C:4]([CH:23]=[CH:24][C:25]=1[Cl:26])[CH2:5][CH:6]1[C:15]2[CH:14]=[C:13]([OH:16])[CH:12]=[CH:11][C:10]=2[CH2:9][CH2:8][CH:7]1[N:18]1[CH2:19][CH2:20][CH2:21][CH2:22]1. Reported procedure: 1-(1-(3,4-Dichlorobenzyl)-7-methoxy-1,2,3,4-tetrahydronaphthalen-2-yl)pyrrolidine (1.6 g, 4.10 mmol) was dissolved in CH2Cl2 (100 ml) and BBr3 (1 molar in CH2Cl2, 12.3 ml, 12.3 mmol) was added at −10° C. It was stirred for 2 h after which time the temperature rose to room temperature. Ice water was added, the organic phase separated and the aqueous phase extracted with CH2Cl2. The combined organic layers were washed with saturated NaHCO3 and NaCl solution, dried over Na2SO4, and concentrated to ... Reactants: COC(C1=CC(=CC=C1)Br)=O (methyl-3-bromobenzoate), C(=O)C1=CC=C(C=C1)B(O)O (4-formylbenzeneboronic acid), C(=O)([O-])[O-].[Na+].[Na+] (Na2CO3), O (water). The reagents and catalysts are [Pd].C1(=CC=CC=C1)P(C1=CC=CC=C1)C1=CC=CC=C1.C1(=CC=CC=C1)P(C1=CC=CC=C1)C1=CC=CC=C1.C1(=CC=CC=C1)P(C1=CC=CC=C1)C1=CC=CC=C1.C1(=CC=CC=C1)P(C1=CC=CC=C1)C1=CC=CC=C1 (tetrakis(triphenylphosphine)-palladium). Solvent: C(OC)COC (dimethoxyethane). Product: ethyl acetate hexanes, COC(=O)C=1C=C(C=CC1C=O)C1=CC=CC=C1 (4-formyl-biphenyl-3-carboxylic acid methyl ester). The yield is 71.6%. Reaction SMILES: [CH3:1][O:2][C:3](=[O:11])[C:4]1[CH:9]=[CH:8][CH:7]=[C:6](Br)[CH:5]=1.C([C:14]1[CH:19]=[CH:18][C:17](B(O)O)=[CH:16][CH:15]=1)=O.[C:23]([O-])([O-])=[O:24].[Na+].[Na+].O>C(COC)OC.[Pd].C1(P(C2C=CC=CC=2)C2C=CC=CC=2)C=CC=CC=1.C1(P(C2C=CC=CC=2)C2C=CC=CC=2)C=CC=CC=1.C1(P(C2C=CC=CC=2)C2C=CC=CC=2)C=CC=CC=1.C1(P(C2C=CC=CC=2)C2C=CC=CC=2)C=CC=CC=1>[CH3:1][O:2][C:3]([C:4]1[CH:5]=[C:6]([C:14]2[CH:19]=[CH:18][CH:17]=[CH:16][CH:15]=2)[CH:7]=[CH:8][C:9]=1[CH:23]=[O:24])=[O:11] |f:2.3.4,7.8.9.10.11|. Procedure details: A mixture if 2.0 g (9.3. mmol.) methyl-3-bromobenzoate, 1.5 g (10.2 mmol.) 4-formylbenzeneboronic acid and 537 mg (0.47 mmol.) tetrakis(triphenylphosphine)-palladium in 14 mL (27.9 mmol.) 2M Na2CO3 and 15 mL dimethoxyethane was heated at 80° C. for 4 hours. The mixture was poured into water and extracted with ethyl acetate. The ethyl acetate extracts were combined then washed successively with 1N NaOH, 1N HCl, water, brine then dried (MgSO4) and concentrated in vacuo to give an oil. Chromatograp...